This data is from the Open Reaction Database (ORD), a public repository of structured organic reaction records. The task is: describe an organic reaction: reactants, conditions, products, and yield Reactants: NC1=CC(=C(C(=O)OC)C=C1)N1C(OCC1)=O (methyl 4-amino-2-(2-oxooxazolidin-3-yl)benzoate), ClCCCS(=O)(=O)Cl (3-chloropropane-1-sulfonyl chloride). Yields the product O=S1(N(CCC1)C1=CC(=C(C(=O)OC)C=C1)N1C(OCC1)=O)=O (methyl 4-(1,1-dioxo-1λ6-isothiazolidin-2-yl)-2-(2-oxooxazolidin-3-yl)benzoate). RXN SMILES: [NH2:1][C:2]1[CH:11]=[CH:10][C:5]([C:6]([O:8][CH3:9])=[O:7])=[C:4]([N:12]2[CH2:16][CH2:15][O:14][C:13]2=[O:17])[CH:3]=1.Cl[CH2:19][CH2:20][CH2:21][S:22](Cl)(=[O:24])=[O:23]>>[O:23]=[S:22]1(=[O:24])[CH2:21][CH2:20][CH2:19][N:1]1[C:2]1[CH:11]=[CH:10][C:5]([C:6]([O:8][CH3:9])=[O:7])=[C:4]([N:12]2[CH2:16][CH2:15][O:14][C:13]2=[O:17])[CH:3]=1. Procedure details: To a mixture of methyl 2-bromo-4-nitrobenzoate (2 g), oxazolidin-2-one (0.67 g), potassium carbonate (2.06 g), copper(I) iodide (0.73 g) and N,N′-dimethylethylenediamine (0.83 mL) was added toluene (16 mL), and the mixture was stirred with heating under reflux for 8 hr. The reaction mixture was cooled, water was added, and the mixture was extracted with ethyl acetate. The organic layer was washed with saturated brine, and the solvent was evaporated. The obtained residue was purified by column ch... Starting materials: CNC1CCCCC1 (N-methylcyclohexylamine), O=C1N(C2=C(C(N=C1)=O)C=CC=C2)CCC (2,5-dioxo-1-propyl-1,4-benzodiazepine), P(Cl)(Cl)(Cl)(Cl)Cl (phosphorus pentachloride). The solvent is ClCCl (dichloromethane), ClCCl (dichloromethane), ClCCl (dichloromethane). Run at time 2 hour. The product is C1(CCCCC1)N(C)C1=NCC(N(C2=C1C=CC=C2)CCC)=O (5-(N-Cyclohexyl-N-methylamino)-2-oxo-1-propyl-1,4-benzodiazepine). RXN SMILES: [O:1]=[C:2]1[CH:8]=[N:7][C:6](=O)[C:5]2[CH:10]=[CH:11][CH:12]=[CH:13][C:4]=2[N:3]1[CH2:14][CH2:15][CH3:16].P(Cl)(Cl)(Cl)(Cl)Cl.[CH3:23][NH:24][CH:25]1[CH2:30][CH2:29][CH2:28][CH2:27][CH2:26]1>ClCCl>[CH:25]1([N:24]([C:6]2[C:5]3[CH:10]=[CH:11][CH:12]=[CH:13][C:4]=3[N:3]([CH2:14][CH2:15][CH3:16])[C:2](=[O:1])[CH2:8][N:7]=2)[CH3:23])[CH2:30][CH2:29][CH2:28][CH2:27][CH2:26]1. Reported procedure: To a solution of 2,5-dioxo-1-propyl-1,4-benzodiazepine (see Example 8) (10.0 g, 0.046 mol) in dichloromethane (200 ml) was added phosphorus pentachloride (11.5 g, 0.055 mol) in dichloromethane (400 ml) over 30 minutes. The reaction mixture was stirred at room temperature for 2 h then the solvent was removed under vacuum and the resulting oil was dried under high vacuum. The oil was redissolved in dichloromethane (200 ml) and a solution of N-methylcyclohexylamine (15.6 g, 0.138 mol) in dichlorome... The reactants are C(C)(=O)C=1C(=NC(=NC1)NC1=C(C=C(C=C1)N1CCOCC1)OC)NC1=C(C=CC=C1)NC(OC(C)(C)C)=O (tert-butyl 2-(5-acetyl-2-(2-methoxy-4-morpholinophenyl amino)pyrimidin-4-ylamino)phenylcarbamate), CO (methanol). Run in C(Cl)Cl (DCM), C(Cl)Cl (DCM), C(=O)(C(F)(F)F)O (TFA). Conditions: time 1 hour. Yields the product NC1=C(C=CC=C1)NC1=NC(=NC=C1C(C)=O)NC1=C(C=C(C=C1)N1CCOCC1)OC (1-(4-(2-aminophenylamino)-2-(2-methoxy-4-morpholinophenylamino) pyrimidin-5-yl) ethanone). The yield is 104.6%. RXN SMILES: [C:1]([C:4]1[C:5]([NH:25][C:26]2[CH:31]=[CH:30][CH:29]=[CH:28][C:27]=2[NH:32]C(=O)OC(C)(C)C)=[N:6][C:7]([NH:10][C:11]2[CH:16]=[CH:15][C:14]([N:17]3[CH2:22][CH2:21][O:20][CH2:19][CH2:18]3)=[CH:13][C:12]=2[O:23][CH3:24])=[N:8][CH:9]=1)(=[O:3])[CH3:2].CO>C(Cl)Cl.C(O)(C(F)(F)F)=O>[NH2:32][C:27]1[CH:28]=[CH:29][CH:30]=[CH:31][C:26]=1[NH:25][C:5]1[C:4]([C:1](=[O:3])[CH3:2])=[CH:9][N:8]=[C:7]([NH:10][C:11]2[CH:16]=[CH:15][C:14]([N:17]3[CH2:22][CH2:21][O:20][CH2:19][CH2:18]3)=[CH:13][C:12]=2[O:23][CH3:24])[N:6]=1. Reported procedure: To a solution of tert-butyl 2-(5-acetyl-2-(2-methoxy-4-morpholinophenyl amino)pyrimidin-4-ylamino)phenylcarbamate (100 mg) in DCM (5 ml), TFA (1 ml) was added at 0° C., and the mixture was stirred for 1 h at rt. TLC showed completion of starting material (TLC system: 5% methanol in DCM (Rf): 0.5). After removal of TFA under reduced pressure, the residue was triturated with diethyl ether to give the desired compound as a yellow solid 85 mg (Yield: 98%). MS: m/z 435.2 (ES+). Reactants: COc1ccc(-c2cc3c(Br)c(OC)ccc3o2)cc1, C1CCOC1, CI, [Li]CCCC, O. The product is COc1ccc(-c2cc3c(C)c(OC)ccc3o2)cc1. Reaction SMILES: [Br:1][c:2]1[c:3]([O:19][CH3:20])[cH:4][cH:5][c:6]2[c:7]1[cH:8][c:9](-[c:11]1[cH:12][cH:13][c:14]([O:17][CH3:18])[cH:15][cH:16]1)[o:10]2.[CH2:29]1[O:30][CH2:31][CH2:32][CH2:33]1.[I:26][CH3:27].[Li:21][CH2:22][CH2:23][CH2:24][CH3:25].[OH2:28]>>[c:2]1([CH3:22])[c:3]([O:19][CH3:20])[cH:4][cH:5][c:6]2[c:7]1[cH:8][c:9](-[c:11]1[cH:12][cH:13][c:14]([O:17][CH3:18])[cH:15][cH:16]1)[o:10]2. The reactants are P(=O)([O-])([O-])[O-].[K+].[K+].[K+] (tripotassium phosphate), BrC1=C2C(=CN=C1)NC=C2 (4-bromo-1H-pyrrolo[2,3-c]pyridine), CC(C)N1N=CC=C1C(=O)NC=1C2=CN(N=C2C=C(C1)B1OC(CC(O1)(C)C)(C)C)C1OCCCC1 (1-(1-methylethyl)-N-[2-(tetrahydro-2H-pyran-2-yl)-6-(4,4,6,6-tetramethyl-1,3,2-dioxaborinan-2-yl)-2H-indazol-4-yl]-1H-pyrazole-5-carboxamide), O (water). Reagents/catalysts: catalyst. Run in O1CCOCC1 (1,4-dioxane). Reaction conditions: temperature 120 celsius, time 60 minute. Product: CC(C)N1N=CC=C1C(=O)NC1=C2C=NNC2=CC(=C1)C1=C2C(=CN=C1)NC=C2 (1-(1-Methylethyl)-N-[6-(1H-pyrrolo[2,3-c]pyridin-4-yl)-1H-indazol-4-yl]-1H-pyrazole-5-carboxamide). RXN SMILES: P([O-])([O-])([O-])=O.[K+].[K+].[K+].Br[C:10]1[CH:15]=[N:14][CH:13]=[C:12]2[NH:16][CH:17]=[CH:18][C:11]=12.[CH3:19][CH:20]([N:22]1[C:26]([C:27]([NH:29][C:30]2[C:31]3[C:35]([CH:36]=[C:37](B4OC(C)(C)CC(C)(C)O4)[CH:38]=2)=[N:34][N:33](C2CCCCO2)[CH:32]=3)=[O:28])=[CH:25][CH:24]=[N:23]1)[CH3:21].O>O1CCOCC1>[CH3:21][CH:20]([N:22]1[C:26]([C:27]([NH:29][C:30]2[CH:38]=[C:37]([C:10]3[CH:15]=[N:14][CH:13]=[C:12]4[NH:16][CH:17]=[CH:18][C:11]=34)[CH:36]=[C:35]3[C:31]=2[CH:32]=[N:33][NH:34]3)=[O:28])=[CH:25][CH:24]=[N:23]1)[CH3:19] |f:0.1.2.3|. Procedure details: A microwave vial was charged with Solvias catalyst (7 mg), tripotassium phosphate (84 mg) and 4-bromo-1H-pyrrolo[2,3-c]pyridine (from prep such as in US2005/0090529, 29 mg). 1-(1-methylethyl)-N-[2-(tetrahydro-2H-pyran-2-yl)-6-(4,4,6,6-tetramethyl-1,3,2-dioxaborinan-2-yl)-2H-indazol-4-yl]-1H-pyrazole-5-carboxamide (65 mg) in 1,4-dioxane (0.5 ml) was added, followed by water (0.1 ml) and the reaction was heated under microwave irradiation for a total of 30 min at 120° C. The reaction was washed th... Reactants: [N+](=O)(O)[O-] (Nitric acid), C(C1=CC=CC=C1)OC1=C(C=CC(=C1)\C=C\[N+](=O)[O-])OCCCOC ((E)-2-(benzyloxy)-1-(3-methoxypropoxy)-4-(2-nitrovinyl)benzene), Example 32-3. The solvent is C(C)(=O)O (acetic acid). Conditions: time 6 hour. Yields the product C(C1=CC=CC=C1)OC1=C(C=C(C(=C1)\C=C\[N+](=O)[O-])[N+](=O)[O-])OCCCOC ((E)-1-(Benzyloxy)-2-(3-methoxypropoxy)-4-nitro-5-(2-nitrovinyl)benzene). As a reaction SMILES: [N+:1]([O-])([OH:3])=[O:2].[CH2:5]([O:12][C:13]1[CH:18]=[C:17](/[CH:19]=[CH:20]/[N+:21]([O-:23])=[O:22])[CH:16]=[CH:15][C:14]=1[O:24][CH2:25][CH2:26][CH2:27][O:28][CH3:29])[C:6]1[CH:11]=[CH:10][CH:9]=[CH:8][CH:7]=1>C(O)(=O)C>[CH2:5]([O:12][C:13]1[CH:18]=[C:17](/[CH:19]=[CH:20]/[N+:21]([O-:23])=[O:22])[C:16]([N+:1]([O-:3])=[O:2])=[CH:15][C:14]=1[O:24][CH2:25][CH2:26][CH2:27][O:28][CH3:29])[C:6]1[CH:7]=[CH:8][CH:9]=[CH:10][CH:11]=1. Reported procedure: 69% Nitric acid (16 mL, 249 mmol) was added to a liquid mixture of (E)-2-(benzyloxy)-1-(3-methoxypropoxy)-4-(2-nitrovinyl)benzene described in Production Example 32-3 (22.6 g, 65.9 mmol) in acetic acid (150 mL) at room temperature. The liquid mixture was stirred at mom temperature for 6 hours. The reaction liquid was transferred into an ice bath, then the precipitate was collected by filteration and washed with water to quantitatively obtain the title compound. Reactants: NC=1C=C(C=C(C1)OC)O (3-amino-5-methoxyphenol), C1(=CC=CC=C1)P(C1=CC=CC=C1)C1=CC=CC=C1 (triphenylphosphine), CC(C)O (propan-2-ol), di-tert-butyl diazocarboxylate. Solvent: C1CCOC1 (THF), C(C)(=O)OCC (ethyl acetate). Reaction conditions: time 3 hour. Product: C(C)(C)OC=1C=C(N)C=C(C1)OC (3-isopropoxy-5-methoxyaniline). Isolated yield 93.3%. Reaction SMILES: [NH2:1][C:2]1[CH:3]=[C:4](O)[CH:5]=[C:6]([O:8][CH3:9])[CH:7]=1.C1(P(C2C=CC=CC=2)C2C=CC=CC=2)C=CC=CC=1.[CH3:30][CH:31]([OH:33])[CH3:32]>C1COCC1.C(OCC)(=O)C>[CH:31]([O:33][C:4]1[CH:3]=[C:2]([CH:7]=[C:6]([O:8][CH3:9])[CH:5]=1)[NH2:1])([CH3:32])[CH3:30]. Procedure: To a solution of 3-amino-5-methoxyphenol (Example 20, step i, 140 mg, 1.0 mmol), triphenylphosphine (390 mg, 1.5 mmol) and propan-2-ol (90 ul, 1.2 mmol) in THF (3 ml) was added portion wise di-tert-butyl diazocarboxylate (345 mg, 1.5 mmol) at room temperature. After stirring for 3 hours the reaction mixture was diluted with ethyl acetate and extracted with a 1N aqueous solution of HCl. The combined aqueous phases were brought to pH=10 with a aqueous solution of 1N NaOH and then extracted with et...